Dataset: the Open Reaction Database (ORD), a public repository of structured organic reaction records. Task: describe an organic reaction: reactants, conditions, products, and yield The reactants are NCCCN1C(C(=C(C2=NC=C(C=C12)CC1=CC=C(C=C1)F)O)C(=O)NCCOCC)=O (1-(3-aminopropyl)-N-[2-(ethyloxy)ethyl]-7-[(4-fluorophenyl)methyl]-4-hydroxy-2-oxo-1,2-dihydro-1,5-naphthyridine-3-carboxamide), CN(C(=O)Cl)C (dimethylcarbamyl chloride). The product is CN(C(=O)NCCCN1C(C(=C(C2=NC=C(C=C12)CC1=CC=C(C=C1)F)O)C(=O)NCCOCC)=O)C (1-(3-{[(dimethylamino)carbonyl]amino}propyl)-N-[2-(ethyloxy)ethyl]-7-[(4-fluorophenyl)methyl]-4-hydroxy-2-oxo-1,2-dihydro-1,5-naphthyridine-3-carboxamide). As a reaction SMILES: [NH2:1][CH2:2][CH2:3][CH2:4][N:5]1[C:14]2[C:9](=[N:10][CH:11]=[C:12]([CH2:15][C:16]3[CH:21]=[CH:20][C:19]([F:22])=[CH:18][CH:17]=3)[CH:13]=2)[C:8]([OH:23])=[C:7]([C:24]([NH:26][CH2:27][CH2:28][O:29][CH2:30][CH3:31])=[O:25])[C:6]1=[O:32].[CH3:33][N:34]([CH3:38])[C:35](Cl)=[O:36]>>[CH3:33][N:34]([CH3:38])[C:35]([NH:1][CH2:2][CH2:3][CH2:4][N:5]1[C:14]2[C:9](=[N:10][CH:11]=[C:12]([CH2:15][C:16]3[CH:17]=[CH:18][C:19]([F:22])=[CH:20][CH:21]=3)[CH:13]=2)[C:8]([OH:23])=[C:7]([C:24]([NH:26][CH2:27][CH2:28][O:29][CH2:30][CH3:31])=[O:25])[C:6]1=[O:32])=[O:36]. Procedure: This compound was prepared from 1-(3-aminopropyl)-N-[2-(ethyloxy)ethyl]-7-[(4-fluorophenyl)methyl]-4-hydroxy-2-oxo-1,2-dihydro-1,5-naphthyridine-3-carboxamide and dimethylcarbamyl chloride employing methods similar to those described in Step 2 of Example 373 and was obtained as a lyophile: ES+ MS: 514 (M+H+). Reactants: NC1=CC=C(C=C1)S(=O)(=O)NC1=CC(=NC(=C1)C(F)(F)F)Cl (4-amino-N-(2-chloro-6-trifluoromethyl-pyridin-4-yl)-benzenesulfonamide), ClC1=NC(=CC(=C1)NS(=O)(=O)C1=CC=C(C=C1)NC(C)=O)C(F)(F)F (N-[4-(2-chloro-6-trifluoromethyl-pyridin-4-ylsulfamoyl)-phenyl]-acetamide). The solvent is CN (methylamine), C(C)O (ethanol). Product: NC1=CC=C(C=C1)S(=O)(=O)NC1=CC(=NC(=C1)C(F)(F)F)NC (4-amino-N-(2-methylamino-6-trifluoromethyl-pyridin-4-yl)-benzenesulfonamide). The yield is 70.0%. As a reaction SMILES: [NH2:1][C:2]1[CH:7]=[CH:6][C:5]([S:8]([NH:11][C:12]2[CH:17]=[C:16]([C:18]([F:21])([F:20])[F:19])[N:15]=[C:14](Cl)[CH:13]=2)(=[O:10])=[O:9])=[CH:4][CH:3]=1.Cl[C:24]1C=C(NS(C2C=CC(NC(=O)C)=CC=2)(=O)=O)C=C(C(F)(F)F)[N:25]=1>CN.C(O)C>[NH2:1][C:2]1[CH:7]=[CH:6][C:5]([S:8]([NH:11][C:12]2[CH:17]=[C:16]([C:18]([F:21])([F:20])[F:19])[N:15]=[C:14]([NH:25][CH3:24])[CH:13]=2)(=[O:10])=[O:9])=[CH:4][CH:3]=1. Procedure: 0.052 g (0.00015 mol) of 4-amino-N-(2-chloro-6-trifluoromethyl-pyridin-4-yl)-benzenesulfonamide was stirred in 30 ml of 8M methylamine in ethanol in an autoclave at 135° C. for 80 hours. The methylamine was allowed to evaporate, the residue was dissolved in ethanol, treated with 2 g of silica gel, concentrated and the residue was chromatographed on silica gel with ethyl acetate/hexane 1:2. There was obtained 0.036 g (70%) of 4-amino-N-(2-methylamino-6-trifluoromethyl-pyridin-4-yl)-benzenesulfona... The reactants are [C-]#N, CCOC(C)=O, O=Cc1cccc(OC(F)(F)C(F)F)c1, [K+], [Na+], O, O=S([O-])O. Product: N#CC(O)c1cccc(OC(F)(F)C(F)F)c1. RXN SMILES: [C-:16]#[N:17].[CH3:24][CH2:25][O:26][C:27](=[O:28])[CH3:29].[F:1][C:2]([CH:3]([F:4])[F:5])([O:6][c:7]1[cH:8][c:9]([CH:10]=[O:11])[cH:12][cH:13][cH:14]1)[F:15].[K+:18].[Na+:23].[OH2:30].[S:19](=[O:20])([OH:21])[O-:22]>>[F:1][C:2]([CH:3]([F:4])[F:5])([O:6][c:7]1[cH:8][c:9]([CH:10]([OH:11])[C:16]#[N:17])[cH:12][cH:13][cH:14]1)[F:15]. Reactants: CCCC[N+](CCCC)(CCCC)Cc1ccccc1, Cc1oc(-c2ccccc2)nc1CCC(=O)c1ccc(CCC=O)cc1, CC(=O)OC(C)=O, [Cl-], ClCCl, N#C[Na]. Product: CC(=O)OC(C#N)CCc1ccc(C(=O)CCc2nc(-c3ccccc3)oc2C)cc1. RXN SMILES: [CH2:38]([N+:39]([CH2:40][CH2:41][CH2:42][CH3:43])([CH2:44][CH2:45][CH2:46][CH3:47])[CH2:48][CH2:49][CH2:50][CH3:51])[c:52]1[cH:53][cH:54][cH:55][cH:56][cH:57]1.[CH3:1][c:2]1[c:3]([CH2:13][CH2:14][C:15](=[O:16])[c:17]2[cH:18][cH:19][c:20]([CH2:23][CH2:24][CH:25]=[O:26])[cH:21][cH:22]2)[n:4][c:5](-[c:7]2[cH:8][cH:9][cH:10][cH:11][cH:12]2)[o:6]1.[CH3:30][C:31](=[O:32])[O:33][C:34](=[O:35])[CH3:36].[Cl-:37].[Cl:58][CH2:59][Cl:60].[Na:27][C:28]#[N:29]>>[CH3:1][c:2]1[c:3]([CH2:13][CH2:14][C:15](=[O:16])[c:17]2[cH:18][cH:19][c:20]([CH2:23][CH2:24][CH:25]([O:26][C:31]([CH3:30])=[O:32])[C:28]#[N:29])[cH:21][cH:22]2)[n:4][c:5](-[c:7]2[cH:8][cH:9][cH:10][cH:11][cH:12]2)[o:6]1. The reactants are C(C)(=O)OC(C)=O (acetic anhydride), O[C@@H]1[C@]2(C)[C@@H](CC1)[C@@H]1CCC3=CC(C[C@@H]([C@]3(C)[C@H]1CC2)C)=O (17β-Hydroxy-1α-methylandrost-4-en-3-one), O (water). Run in N1=CC=CC=C1 (pyridine). The product is C(C)(=O)O.C(C)(=O)O.OC1=CC2=CC[C@H]3[C@@H]4CC[C@@H]([C@@]4(C)CC[C@@H]3[C@]2([C@H](C1)C)C)O (3,17β-dihydroxy-1α-methylandrosta-3,5-diene diactate). Yield: 93.0%. RXN SMILES: [OH:1][C@H:2]1[CH2:7][CH2:6][C@H:5]2[C@H:8]3[C@H:18]([CH2:19][CH2:20][C@:3]12[CH3:4])[C@:16]1([CH3:17])[C:11](=[CH:12][C:13](=[O:22])[CH2:14][C@@H:15]1[CH3:21])[CH2:10][CH2:9]3.[C:23]([O:26]C(=O)C)(=[O:25])[CH3:24].O>N1C=CC=CC=1>[C:23]([OH:26])(=[O:25])[CH3:24].[C:23]([OH:26])(=[O:25])[CH3:24].[OH:22][C:13]1[CH2:14][C@H:15]([CH3:21])[C@@:16]2([CH3:17])[C:11](=[CH:10][CH2:9][C@@H:8]3[C@@H:18]2[CH2:19][CH2:20][C@@:3]2([CH3:4])[C@H:5]3[CH2:6][CH2:7][C@@H:2]2[OH:1])[CH:12]=1 |f:4.5.6|. Reported procedure: 17β-Hydroxy-1α-methylandrost-4-en-3-one (1α-methyltestosterone, 1.0 g, 3.3 mmol) was dissolved in pyridine (10 ml) and acetic anhydride (10 ml) and stirred at room temperature under a drying tube for 18 hours. The mixture was poured into cold water and the precipitate collected and washed with additional cold water. After drying, the solid was chromatographed on flash SiO2 and eluted with 5% ether--95% hexane. There was obtained 1.18 g (93%) of 3,17β-dihydroxy-1α-methylandrosta-3,5-diene diactat... The reactants are CCOCC, F[B-](F)(F)F, [H+], O=N[O-], Nc1ccc2ncccc2c1, [Na+]. The product is Fc1ccc2ncccc2c1. Reaction SMILES: [CH3:16][CH2:17][O:18][CH2:19][CH3:20].[F:22][B-:23]([F:24])([F:25])[F:26].[H+:21].[N:12]([O-:13])=[O:14].[NH2:1][c:2]1[cH:3][c:4]2[cH:5][cH:6][cH:7][n:8][c:9]2[cH:10][cH:11]1.[Na+:15]>>[c:2]1([F:22])[cH:3][c:4]2[cH:5][cH:6][cH:7][n:8][c:9]2[cH:10][cH:11]1. The reactants are BrC1=CC=C2C=NC(=NN21)SC (7-Bromo-2-methylsulfanyl-pyrrolo[2,1-f][1,2,4]triazine), C(C)(C)(C)OCC=1C=C(C=CC1)B(O)O (3-(tert-Butoxymethyl)phenylboronic acid), C([O-])([O-])=O.[Na+].[Na+] (Sodium Carbonate), O (Water), CN(C=O)C (N,N-Dimethylformamide). Reagents/catalysts: CC(C)([P](C(C)(C)C)([Pd][P](C(C)(C)C)(C(C)(C)C)C(C)(C)C)C(C)(C)C)C (Bis(tri-tert-butylphosphine)palladium). Reaction conditions: temperature 60 celsius. The product is C(C)(C)(C)OCC=1C=C(C=CC1)C1=CC=C2C=NC(=NN21)SC (7-(3-tert-Butoxymethyl-phenyl)-2-methylsulfanyl-pyrrolo[2,1-f][1,2,4]triazine). Reaction SMILES: Br[C:2]1[N:10]2[C:5]([CH:6]=[N:7][C:8]([S:11][CH3:12])=[N:9]2)=[CH:4][CH:3]=1.[C:13]([O:17][CH2:18][C:19]1[CH:20]=[C:21](B(O)O)[CH:22]=[CH:23][CH:24]=1)([CH3:16])([CH3:15])[CH3:14].C(=O)([O-])[O-].[Na+].[Na+].O.CN(C)C=O>CC(C)([P](C(C)(C)C)([Pd][P](C(C)(C)C)(C(C)(C)C)C(C)(C)C)C(C)(C)C)C>[C:13]([O:17][CH2:18][C:19]1[CH:24]=[C:23]([C:2]2[N:10]3[C:5]([CH:6]=[N:7][C:8]([S:11][CH3:12])=[N:9]3)=[CH:4][CH:3]=2)[CH:22]=[CH:21][CH:20]=1)([CH3:16])([CH3:14])[CH3:15] |f:2.3.4,^1:42,48|. Reported procedure: 7-Bromo-2-methylsulfanyl-pyrrolo[2,1-f][1,2,4]triazine (0.370 g, 1.52 mmol), 3-(tert-Butoxymethyl)phenylboronic acid (0.564 g, 2.71 mmol), Bis(tri-tert-butylphosphine)palladium (47 mg, 0.092 mmol), 2.00 M of Sodium Carbonate in Water (3.0 mL, 6.0 mmol), and N,N-Dimethylformamide (12.0 mL, 155 mmol) were combined in a reaction vial, partially degassed and backfilled with Nitrogen, and the mixture was heated at 60° C. overnight under an atmosphere of Nitrogen. The reaction mixture was diluted with...